This data is from the Open Reaction Database (ORD), a public repository of structured organic reaction records. The task is: describe an organic reaction: reactants, conditions, products, and yield The reactants are Cl.NC=1SC=C(N1)C(C(=O)O)=NOC(C)(C)C(NNC(C1=CC(=C(C=C1)O)O)=O)=O (2-(2-amino-1,3-thiazol-4-yl)-2-{1-[3-(3,4-dihydroxybenzoyl)carbazoyl]-1methylethoxyimino}acetic acid.hydrochloride), NC1[C@@H]2N(C(=C(CS2)CSC2=CC(=NC=3N2N=C(N3)C)CO)C(=O)OC(C3=CC=CC=C3)C3=CC=CC=C3)C1=O (diphenylmethyl 7-amino-3-[(5-hydroxymethyl-2-methyl-s-triazolo[1,5-a]pyrimidin-7-yl)thiomethyl]-3-cephem-4-carboxylate), ON1N=NC2=C1C=CC=C2 (1-hydroxybenzotriazole), FC(C(=O)O)(F)F (trifluoroacetic acid), C1CCC(CC1)N=C=NC2CCCCC2 (DCC), C(O)([O-])=O.[Na+] (sodium hydrogencarbonate), C1(=CC=CC=C1)OC (anisole). Solvent: CN(C)C=O (DMF), O (water), CCOCC (ether), O (water). Reaction conditions: time 15 minute. The product is NC=1SC=C(N1)C(C(=O)NC1[C@@H]2N(C(=C(CS2)CSC2=CC(=NC=3N2N=C(N3)C)CO)C(=O)[O-])C1=O)=NOC(C)(C)C(NNC(C1=CC(=C(C=C1)O)O)=O)=O.[Na+] (sodium 7-{2-[2-amino-1,3-thiazol-4-yl]-2-[1-(3-(3,4-dihydroxybenzoyl)carbazoyl)-1-methylethoxyimino]acetamido}-3-[(5-hydroxymethyl-2-methyl-s-triazolo[1,5-a]pyrimidin-7-yl)thiomethyl]-3-cephem-4-carboxylate). As a reaction SMILES: Cl.[NH2:2][C:3]1[S:4][CH:5]=[C:6]([C:8](=[N:12][O:13][C:14]([C:17](=[O:30])[NH:18][NH:19][C:20](=[O:29])[C:21]2[CH:26]=[CH:25][C:24]([OH:27])=[C:23]([OH:28])[CH:22]=2)([CH3:16])[CH3:15])[C:9](O)=[O:10])[N:7]=1.[NH2:31][CH:32]1[C:69](=[O:70])[N:34]2[C:35]([C:53]([O:55]C(C3C=CC=CC=3)C3C=CC=CC=3)=[O:54])=[C:36]([CH2:39][S:40][C:41]3[N:46]4[N:47]=[C:48]([CH3:50])[N:49]=[C:45]4[N:44]=[C:43]([CH2:51][OH:52])[CH:42]=3)[CH2:37][S:38][C@H:33]12.ON1C2C=CC=CC=2N=N1.C1CCC(N=C=NC2CCCCC2)CC1.FC(F)(F)C(O)=O.C1(OC)C=CC=CC=1.C(=O)([O-])O.[Na+:115]>CN(C=O)C.O.CCOCC>[NH2:2][C:3]1[S:4][CH:5]=[C:6]([C:8](=[N:12][O:13][C:14]([C:17](=[O:30])[NH:18][NH:19][C:20](=[O:29])[C:21]2[CH:26]=[CH:25][C:24]([OH:27])=[C:23]([OH:28])[CH:22]=2)([CH3:16])[CH3:15])[C:9]([NH:31][CH:32]2[C:69](=[O:70])[N:34]3[C:35]([C:53]([O-:55])=[O:54])=[C:36]([CH2:39][S:40][C:41]4[N:46]5[N:47]=[C:48]([CH3:50])[N:49]=[C:45]5[N:44]=[C:43]([CH2:51][OH:52])[CH:42]=4)[CH2:37][S:38][C@H:33]23)=[O:10])[N:7]=1.[Na+:115] |f:0.1,7.8,12.13|. Reported procedure: In 30 ml of DMF were dissolved 3.22 g of 2-(2-amino-1,3-thiazol-4-yl)-2-{1-[3-(3,4-dihydroxybenzoyl)carbazoyl]-1methylethoxyimino}acetic acid.hydrochloride, 5.17 g of diphenylmethyl 7-amino-3-[(5-hydroxymethyl-2-methyl-s-triazolo[1,5-a]pyrimidin-7-yl)thiomethyl]-3-cephem-4-carboxylate obtained in Example 37 and 1.38 g of 1-hydroxybenzotriazole and ice-cooled. Then, 1.86 g of DCC was added thereto and the mixture was stirred for 15 minutes under ice-cooling, and further stirred at room temperatur... Starting materials: CC(=O)OC(C)=O, CNC, Cl, O=C1CCSc2sccc21. Product: CN(C)CC1CSc2sccc2C1=O, Cl. RXN SMILES: [CH3:15][C:16]([O:17][C:18](=[O:19])[CH3:20])=[O:21].[CH3:2][NH:3][CH3:4].[ClH:1].[s:5]1[cH:6][cH:7][c:8]2[c:9]1[S:10][CH2:11][CH2:12][C:13]2=[O:14]>>[CH3:2][N:3]([CH3:4])[CH2:15][CH:12]1[CH2:11][S:10][c:9]2[s:5][cH:6][cH:7][c:8]2[C:13]1=[O:14].[ClH:1].